This data is from the Open Reaction Database (ORD), a public repository of structured organic reaction records. The task is: describe an organic reaction: reactants, conditions, products, and yield Starting materials: O=C1NC=CC2=C1C(=NN2)C2=CC=C(C=C2)S(=O)(=O)N (4-(4-oxo-4,5-dihydro-1H-pyrazolo[4,3-c]pyridin-3-yl)benzenesulfonamide), [H-].[Na+] (sodium hydride), CC1=CC=C(C=C1)S(=O)(=O)OCC1(COC1)C ((3-methyloxetan-3-yl)methyl 4-methylbenzenesulfonate). Run in CN(C)C=O (DMF). Reaction conditions: time 1 hour. Yields the product CC1(COC1)CN1N=C(C=2C(NC=CC21)=O)C2=CC=C(C=C2)S(=O)(=O)N (4-(1-((3-methyloxetan-3-yl)methyl)-4-oxo-4,5-dihydro-1H-pyrazolo[4,3-c]pyridin-3-yl)benzenesulfonamide). The yield is 31.9%. Reaction SMILES: [O:1]=[C:2]1[C:7]2[C:8]([C:11]3[CH:16]=[CH:15][C:14]([S:17]([NH2:20])(=[O:19])=[O:18])=[CH:13][CH:12]=3)=[N:9][NH:10][C:6]=2[CH:5]=[CH:4][NH:3]1.[H-].[Na+].CC1C=CC(S(O[CH2:34][C:35]2([CH3:39])[CH2:38][O:37][CH2:36]2)(=O)=O)=CC=1>CN(C=O)C>[CH3:34][C:35]1([CH2:39][N:10]2[C:6]3[CH:5]=[CH:4][NH:3][C:2](=[O:1])[C:7]=3[C:8]([C:11]3[CH:12]=[CH:13][C:14]([S:17]([NH2:20])(=[O:19])=[O:18])=[CH:15][CH:16]=3)=[N:9]2)[CH2:38][O:37][CH2:36]1 |f:1.2|. Procedure details: To a solution of 4-(4-oxo-4,5-dihydro-1H-pyrazolo[4,3-c]pyridin-3-yl)benzenesulfonamide (34.5 mg) in DMF (2 mL) was added sodium hydride (60% dispersion in mineral oil, 7.13 mg), and the mixture was stirred at room temperature for 1 hr. To the reaction mixture was added (3-methyloxetan-3-yl)methyl 4-methylbenzenesulfonate (45.7 mg), and the mixture was stirred overnight at room temperature. The reaction mixture was extracted with water and ethyl acetate, and the organic layer was washed with sat...